This data is from the Open Reaction Database (ORD), a public repository of structured organic reaction records. The task is: describe an organic reaction: reactants, conditions, products, and yield Isolated yield 4.5%. Solvent: CN(C)C=O (DMF). Reported procedure: To a stirred solution of (1R,2R)-2-((6-((5-iodo-1H-benzo[d]imidazol-1-yl)methyl)benzo[d]thiazol-2-yl)amino)cyclohexanol (100 mg, 0.20 mmol) from Step 5 of Example 183 in DMF (2 mL) were added (1H-pyrazol-3-yl)boronic acid (90 mg, 0.80 mmol), NaHCO3 (100 mg 1.2 mmol), bis(triphenylphosphine) palladium(II) dichloride (28 mg, 0.04 mmol), and water (0.4 mL). The mixture was flushed with argon and heated in a sealed vessel at 90° C. for 15 h. The reaction mixture was cooled to rt and partitioned betw... Reagents/catalysts: [Pd](Cl)Cl.C1(=CC=CC=C1)P(C1=CC=CC=C1)C1=CC=CC=C1.C1(=CC=CC=C1)P(C1=CC=CC=C1)C1=CC=CC=C1 (bis(triphenylphosphine) palladium(II) dichloride). Conditions: temperature 90 celsius. RXN SMILES: I[C:2]1[CH:28]=[CH:27][C:5]2[N:6]([CH2:9][C:10]3[CH:26]=[CH:25][C:13]4[N:14]=[C:15]([NH:17][C@@H:18]5[CH2:23][CH2:22][CH2:21][CH2:20][C@H:19]5[OH:24])[S:16][C:12]=4[CH:11]=3)[CH:7]=[N:8][C:4]=2[CH:3]=1.[NH:29]1[CH:33]=[CH:32][C:31](B(O)O)=[N:30]1.C([O-])(O)=O.[Na+].O>CN(C=O)C.[Pd](Cl)Cl.C1(P(C2C=CC=CC=2)C2C=CC=CC=2)C=CC=CC=1.C1(P(C2C=CC=CC=2)C2C=CC=CC=2)C=CC=CC=1>[NH:29]1[CH:33]=[CH:32][C:31]([C:2]2[CH:28]=[CH:27][C:5]3[N:6]([CH2:9][C:10]4[CH:26]=[CH:25][C:13]5[N:14]=[C:15]([NH:17][C@@H:18]6[CH2:23][CH2:22][CH2:21][CH2:20][C@H:19]6[OH:24])[S:16][C:12]=5[CH:11]=4)[CH:7]=[N:8][C:4]=3[CH:3]=2)=[N:30]1 |f:2.3,6.7.8|. Product: N1N=C(C=C1)C1=CC2=C(N(C=N2)CC2=CC3=C(N=C(S3)N[C@H]3[C@@H](CCCC3)O)C=C2)C=C1 ((1R,2R)-2-((6-((5-(1H-pyrazol-3-yl)-1H-benzo[d]imidazol-1-yl)methyl)benzo[d]thiazol-2-yl)amino)cyclohexanol). The reactants are IC1=CC2=C(N(C=N2)CC2=CC3=C(N=C(S3)N[C@H]3[C@@H](CCCC3)O)C=C2)C=C1 ((1R,2R)-2-((6-((5-iodo-1H-benzo[d]imidazol-1-yl)methyl)benzo[d]thiazol-2-yl)amino)cyclohexanol), N1N=C(C=C1)B(O)O ((1H-pyrazol-3-yl)boronic acid), C(=O)(O)[O-].[Na+] (NaHCO3), O (water).